Dataset: the Open Reaction Database (ORD), a public repository of structured organic reaction records. Task: describe an organic reaction: reactants, conditions, products, and yield Starting materials: solid, BrC=1C=CC2=C(N(C=N2)C2=CC=C(C=C2)C)C1 (6-bromo-1-p-tolyl-1H-benzo[d]imidazole), BrC=1C=CC2=C(N(C=N2)C2=CC=C(C=C2)C)C1 (6-bromo-1-p-tolyl-1H-benzo[d]imidazole), C1(=CC=CC=C1)N1N=CC=C1B(O)O (1-phenyl-1H-pyrazol-5-ylboronic acid). Reaction SMILES: Br[C:2]1[CH:3]=[CH:4][C:5]2[N:9]=[CH:8][N:7]([C:10]3[CH:15]=[CH:14][C:13]([CH3:16])=[CH:12][CH:11]=3)[C:6]=2[CH:17]=1.[C:18]1([N:24]2[C:28](B(O)O)=[CH:27][CH:26]=[N:25]2)[CH:23]=[CH:22][CH:21]=[CH:20][CH:19]=1>>[C:18]1([N:24]2[C:28]([C:2]3[CH:3]=[CH:4][C:5]4[N:9]=[CH:8][N:7]([C:10]5[CH:15]=[CH:14][C:13]([CH3:16])=[CH:12][CH:11]=5)[C:6]=4[CH:17]=3)=[CH:27][CH:26]=[N:25]2)[CH:19]=[CH:20][CH:21]=[CH:22][CH:23]=1. Procedure details: The title compound, off-white solid (27 mg, 22%), MS (ISP) m/z=351.3 [(M+H)+], mp 146° C., was prepared in accordance with the general method of example 1 from 6-bromo-1-p-tolyl-1H-benzo[d]imidazole (intermediate F) (100 mg, 348 μmol) and commercially available 1-phenyl-1H-pyrazol-5-ylboronic acid [CAS No. 1238702-56-1] (85.1 mg, 453 μmol). The product is C1(=CC=CC=C1)N1N=CC=C1C=1C=CC2=C(N(C=N2)C2=CC=C(C=C2)C)C1 (6-(2-Phenyl-2H-pyrazol-3-yl)-1-p-tolyl-1H-benzoimidazole). Reactants: OC1=C2C(C=3C=C4C(=CC3C(C2=C(C2=CC=CC=C12)O)=O)C(=O)OC4=O)=O (6,11-dihydroxy-naphthacene-5,12-dione-2,3-dicarboxylic acid anhydride), product, C(CCCCCCC)O (1-octanol), S(O)(O)(=O)=O (sulfuric acid), O (water). The solvent is CO (methanol). Reaction conditions: time 18 hour. The product is C(CCCCCCC)OC(=O)C1=CC=2C(C3=C(C4=CC=CC=C4C(=C3C(C2C=C1C(=O)OCCCCCCCC)=O)O)O)=O (6,11-Dihydroxy-naphthacene-5,12-dione-2,3-dicarboxylic acid dioctylester). Isolated yield 164.6%. RXN SMILES: [OH:1][C:2]1[C:19]2[C:14](=[CH:15][CH:16]=[CH:17][CH:18]=2)[C:13]([OH:20])=[C:12]2[C:3]=1[C:4](=[O:27])[C:5]1[CH:6]=[C:7]3[C:25](=[O:26])[O:24][C:22](=[O:23])[C:8]3=[CH:9][C:10]=1[C:11]2=[O:21].[CH2:28]([OH:36])[CH2:29][CH2:30][CH2:31][CH2:32][CH2:33][CH2:34][CH3:35].S(=O)(=O)(O)O.O>CO>[CH2:28]([O:36][C:22]([C:8]1[C:7]([C:25]([O:24][CH2:18][CH2:19][CH2:2][CH2:3][CH2:4][CH2:5][CH2:10][CH3:9])=[O:26])=[CH:6][C:5]2[C:4](=[O:27])[C:3]3[C:12](=[C:13]([OH:20])[C:14]4[C:19]([C:2]=3[OH:1])=[CH:18][CH:17]=[CH:16][CH:15]=4)[C:11](=[O:21])[C:10]=2[CH:9]=1)=[O:23])[CH2:29][CH2:30][CH2:31][CH2:32][CH2:33][CH2:34][CH3:35]. Reported procedure: 1.89 g (5.2 mmoles) of 6,11-dihydroxy-naphthacene-5,12-dione-2,3-dicarboxylic acid anhydride (product of example 9), 6.77 g (52 mmoles) of 1-octanol, and 0.2 g (2.08 mmoles) of 96% sulfuric acid are refluxed for 3 h with azeotropic removal of the reaction water. The mixture is kept at 25° for 18 h, then stirred with methanol and filtered. The precipitate is washed with water and dried in vacuo to give 2.58 g (81%) of red crystals, m.p. 95-96°. Reactants: aqueous solution, C(C=C)(=O)N (acrylamide), 2-trimethylammoniumethylacrylate chloride, C=CC1=CC=CC=C1 (styrene). Solvent: C(C)(C)O (isopropanol). Conditions: temperature 75 celsius. The product is C=CC1=CC=CC=C1.C(C=C)(=O)N (Styrene Acrylamide). Reaction SMILES: [CH2:1]=[CH:2][C:3]1[CH:8]=[CH:7][CH:6]=[CH:5][CH:4]=1.[C:9]([NH2:13])(=[O:12])[CH:10]=[CH2:11]>C(O)(C)C>[CH2:1]=[CH:2][C:3]1[CH:8]=[CH:7][CH:6]=[CH:5][CH:4]=1.[C:9]([NH2:13])(=[O:12])[CH:10]=[CH2:11] |f:3.4|. Procedure details: To a 500 mL round-bottom, three-neck flask fitted with a thermocouple, reflux condenser, and septum was added 150 mL of isopropanol followed by 16.13 g of a 50% aqueous solution of 2-trimethylammoniumethylacrylate chloride, 8.06 g of styrene, and 8.06 g of acrylamide. The solution was purged with nitrogen for 1 hour and 0.5 g AIBN was added. The mixture was purged for ˜15 minutes until all of the AIBN dissolved. The solution was heated to 75° C. under nitrogen for 16 hours. Reactants: COC(C=O)=C (2-methoxyacrolein), CN(N)C (N,N-dimethylhydrazine). The solvent is CCOCC (ether). Yields the product COC(=C)C=NN(C)C (2-methoxy-4-dimethylamino-4-azabutadiene). The yield is 66.1%. RXN SMILES: [CH3:1][O:2][C:3](=[CH2:6])[CH:4]=O.[CH3:7][N:8]([CH3:10])[NH2:9]>CCOCC>[CH3:1][O:2][C:3]([CH:4]=[N:9][N:8]([CH3:10])[CH3:7])=[CH2:6]. Procedure: 6.4 g of 2-methoxyacrolein are stirred for 1 hour at 30°-35° C. with 4.4 g of N,N-dimethylhydrazine in 50 ml of ether, dried at 20° C. with Na2SO4 and then the solvent is removed. Distillation at 74°-76° C./13 mbar gives 6.2 g of pure 2-methoxy-4-dimethylamino-4-azabutadiene. Reactants: NC1=C(C(=NN1)C1=CC=C(C=C1)F)C1=CC=NC=C1 (5-amino-3-(4-fluorophenyl)-4-(pyridin-4-yl)pyrazole), C(C)OC(=O)C(=COCC)C(=O)OCC (1,1-bis(ethoxycarbonyl)-2-ethoxyethylene). The solvent is C(C)(=O)O (acetic acid). The product is C(C)OC(=O)C1=CNC=2N(C1=O)N=C(C2C2=CC=NC=C2)C2=CC=C(C=C2)F (4,7-dihydro-6-ethoxycarbonyl-2-(4-fluorophenyl)-3-(pyridin-4-yl)-7-oxopyrazolo[1,5-a]pyrimidine). Isolated yield 81.4%. As a reaction SMILES: [NH2:1][C:2]1[NH:6][N:5]=[C:4]([C:7]2[CH:12]=[CH:11][C:10]([F:13])=[CH:9][CH:8]=2)[C:3]=1[C:14]1[CH:19]=[CH:18][N:17]=[CH:16][CH:15]=1.[CH2:20]([O:22][C:23]([C:25]([C:30](OCC)=O)=[CH:26][O:27]CC)=[O:24])[CH3:21]>C(O)(=O)C>[CH2:20]([O:22][C:23]([C:25]1[C:26](=[O:27])[N:6]2[N:5]=[C:4]([C:7]3[CH:12]=[CH:11][C:10]([F:13])=[CH:9][CH:8]=3)[C:3]([C:14]3[CH:19]=[CH:18][N:17]=[CH:16][CH:15]=3)=[C:2]2[NH:1][CH:30]=1)=[O:24])[CH3:21]. Procedure: A mixture of 5-amino-3-(4-fluorophenyl)-4-(pyridin-4-yl)pyrazole (1.02 g) and 1,1-bis(ethoxycarbonyl)-2-ethoxyethylene (864 mg) in acetic acid (10 ml) was refluxed for 3 hours. After cooling, the crude crystalline was obtained and washed with ethanol to give 4,7-dihydro-6-ethoxycarbonyl-2-(4-fluorophenyl)-3-(pyridin-4-yl)-7-oxopyrazolo[1,5-a]pyrimidine (1.23 g).